This data is from the Open Reaction Database (ORD), a public repository of structured organic reaction records. The task is: describe an organic reaction: reactants, conditions, products, and yield Reactants: CSC1=C(C=CC=C1)I (2-methylmercaptoiodobenzene), CN(C)C(C1C(CCCC1)=O)C1=CC=CC=C1 (2-(dimethylaminophenylmethyl)cyclohexanone), [Cl-].[NH4+] (ammonium chloride), C(C)(C)[Mg]Cl (isopropylmagnesium chloride). The solvent is CCOCC (ether), CCOCC (ether). Run at temperature -10 celsius, time 1 hour. The product is crude base, Cl.CN(C)C(C1C(CCCC1)(O)C1=C(C=CC=C1)SC)C1=CC=CC=C1 (2-(dimethylaminophenyl-methyl)-1-(2-methylsulfanylphenyl)cyclohexanol, hydrochloride). The yield is 57.0%. Reaction SMILES: [CH3:1][S:2][C:3]1[CH:8]=[CH:7][CH:6]=[CH:5][C:4]=1I.C([Mg][Cl:14])(C)C.[CH3:15][N:16]([CH:18]([C:26]1[CH:31]=[CH:30][CH:29]=[CH:28][CH:27]=1)[CH:19]1[CH2:24][CH2:23][CH2:22][CH2:21][C:20]1=[O:25])[CH3:17].[Cl-].[NH4+]>CCOCC>[ClH:14].[CH3:17][N:16]([CH:18]([C:26]1[CH:27]=[CH:28][CH:29]=[CH:30][CH:31]=1)[CH:19]1[CH2:24][CH2:23][CH2:22][CH2:21][C:20]1([C:4]1[CH:5]=[CH:6][CH:7]=[CH:8][C:3]=1[S:2][CH3:1])[OH:25])[CH3:15] |f:3.4,6.7|. Reported procedure: 0.811 g (3.24 mmole) of 2-methylmercaptoiodobenzene were dissolved in 2 ml of ether, cooled to −10° C., and 1.62 ml (3.24 mmole) of isopropylmagnesium chloride (2 M solution in tetrahydrofuran) were added dropwise. After stirring for one hour at ° C., 0.50 g (2.16 mmole) of the 2-(dimethylaminophenylmethyl)cyclohexanone prepared according to Example 1 and dissolved in 2 ml of ether was added dropwise, and the whole was stirred for 15 hours at RT. The reaction mixture was worked up by adding 2 ml...